Dataset: the Open Reaction Database (ORD), a public repository of structured organic reaction records. Task: describe an organic reaction: reactants, conditions, products, and yield Starting materials: FC1=C(C=C(C=C1)NC(C1=CC(=CC(=C1)N1CCOCC1)F)=O)NC(C1=C(C=CC(=C1)N1CCN(CCC1)C)N)=O (N-[2-fluoro-5-(3-fluoro-5-morpholinobenzamido)phenyl]-2-amino-5-(4-methylhomopiperazin-1-yl)benzamide), C(OCC)(OCC)OCC (triethyl orthoformate). The product is FC1=C(C=C(C=C1)NC(C1=CC(=CC(=C1)N1CCOCC1)F)=O)N1C=NC2=CC=C(C=C2C1=O)N1CCN(CCC1)C (3-[2-Fluoro-5-(3-fluoro-5-morpholinobenzamido)phenyl]-6-(4-methylhomopiperazin-1-yl)-3,4-dihydroquinazolin-4-one). Yield: 63.0%. RXN SMILES: [F:1][C:2]1[CH:7]=[CH:6][C:5]([NH:8][C:9](=[O:23])[C:10]2[CH:15]=[C:14]([N:16]3[CH2:21][CH2:20][O:19][CH2:18][CH2:17]3)[CH:13]=[C:12]([F:22])[CH:11]=2)=[CH:4][C:3]=1[NH:24][C:25](=[O:41])[C:26]1[CH:31]=[C:30]([N:32]2[CH2:38][CH2:37][CH2:36][N:35]([CH3:39])[CH2:34][CH2:33]2)[CH:29]=[CH:28][C:27]=1[NH2:40].[CH:42](OCC)(OCC)OCC>>[F:1][C:2]1[CH:7]=[CH:6][C:5]([NH:8][C:9](=[O:23])[C:10]2[CH:15]=[C:14]([N:16]3[CH2:17][CH2:18][O:19][CH2:20][CH2:21]3)[CH:13]=[C:12]([F:22])[CH:11]=2)=[CH:4][C:3]=1[N:24]1[C:25](=[O:41])[C:26]2[C:27](=[CH:28][CH:29]=[C:30]([N:32]3[CH2:38][CH2:37][CH2:36][N:35]([CH3:39])[CH2:34][CH2:33]3)[CH:31]=2)[N:40]=[CH:42]1. Reported procedure: Using an analogous procedure to that described in Example 18, N-[2-fluoro-5-(3-fluoro-5-morpholinobenzamido)phenyl]-2-amino-5-(4-methylhomopiperazin-1-yl)benzamide was reacted with triethyl orthoformate to give the title compound in 63% yield; NMR Spectrum: (DMSOd6) 1.92 (m, 2H), 2.25 (s, 3H), 2.46 (m, 2H), 2.64 (m, 2H), 3.21 (t, 4H), 3.53 (t, 2H), 3.6 (m, 2H), 3.72 (t, 4H), 6.99 (d, 1H), 7.12 (d, 1H), 7.23 (m, 1H), 7.3 (s, 1H), 7.36 (m, 1H), 7.48 (t, 1H), 7.58 (d, 1H), 7.87 (m, 1H), 7.96 (m, 1H... The reactants are COC(=O)C(CNC(=O)OC(C)(C)C)N(CC(C)C)C(=O)c1cnc(C(C)(C)C)nc1NCc1ccco1, CO, [Na+], C1CCOC1, [OH-]. Product: CC(C)CN(C(=O)c1cnc(C(C)(C)C)nc1NCc1ccco1)C(CNC(=O)OC(C)(C)C)C(=O)O. RXN SMILES: [C:1]([CH3:2])([CH3:3])([CH3:4])[O:5][C:6](=[O:7])[NH:8][CH2:9][CH:10]([N:11]([CH2:12][CH:13]([CH3:14])[CH3:15])[C:16](=[O:17])[c:18]1[c:19]([NH:28][CH2:29][c:30]2[o:31][cH:32][cH:33][cH:34]2)[n:20][c:21]([C:24]([CH3:25])([CH3:26])[CH3:27])[n:22][cH:23]1)[C:35](=[O:36])[O:37][CH3:38].[CH3:41][OH:42].[Na+:40].[O:43]1[CH2:44][CH2:45][CH2:46][CH2:47]1.[OH-:39]>>[C:1]([CH3:2])([CH3:3])([CH3:4])[O:5][C:6](=[O:7])[NH:8][CH2:9][CH:10]([N:11]([CH2:12][CH:13]([CH3:14])[CH3:15])[C:16](=[O:17])[c:18]1[c:19]([NH:28][CH2:29][c:30]2[o:31][cH:32][cH:33][cH:34]2)[n:20][c:21]([C:24]([CH3:25])([CH3:26])[CH3:27])[n:22][cH:23]1)[C:35](=[O:36])[OH:37]. Reaction SMILES: [CH3:23][C:24](=[O:25])[O-:26].[CH3:29][CH2:30][OH:31].[ClH:11].[ClH:27].[N:7]([O-:8])=[O:9].[NH2:12][c:13]1[cH:14][c:15](=[O:21])[n:16]2[n:17]1[CH2:18][CH2:19][CH2:20]2.[NH2:1][c:2]1[s:3][cH:4][cH:5][n:6]1.[Na+:10].[Na+:22].[OH2:28]>>[N:1]([c:2]1[s:3][cH:4][cH:5][n:6]1)=[N:7][c:14]1[c:13]([NH2:12])[n:17]2[n:16]([c:15]1=[O:21])[CH2:20][CH2:19][CH2:18]2. Starting materials: CC(=O)[O-], CCO, Cl, Cl, O=N[O-], Nc1cc(=O)n2n1CCC2, Nc1nccs1, [Na+], [Na+], O. Product: Nc1c(N=Nc2nccs2)c(=O)n2n1CCC2. Run in C1CCOC1 (THF). The reactants are ClC[Si](Cl)(Cl)Cl (chloromethyltrichlorosilane), FC1=CC=C(C=C1)[Mg]Br (4-fluorophenylmagnesiumbromide). Reported procedure: In the same apparatus as Example 1, was added 5.6 g of chloromethyltrichlorosilane (0.03 mol) and 50 ml of THF. Through the dropping funnel was firstly added 22 ml of 4-fluorophenylmagnesiumbromide (2.0 M in diethylether) to give chloromethyldichloro(4-fluorophenyl)silane. Product: ClC[Si](C1=CC=C(C=C1)F)(Cl)Cl (chloromethyldichloro(4-fluorophenyl)silane). As a reaction SMILES: [Cl:1][CH2:2][Si:3]([Cl:6])(Cl)[Cl:4].[F:7][C:8]1[CH:13]=[CH:12][C:11]([Mg]Br)=[CH:10][CH:9]=1>C1COCC1>[Cl:1][CH2:2][Si:3]([Cl:6])([Cl:4])[C:11]1[CH:12]=[CH:13][C:8]([F:7])=[CH:9][CH:10]=1. Reactants: N#Cc1ccc(-c2cc(Cl)cc(CBr)c2)cc1, CN(C)C=O, [H-], [Na+], O, CC(C)(C)OC(=O)N1CCC(CO)(c2ccccc2)CC1. The product is CC(C)(C)OC(=O)N1CCC(COCc2cc(Cl)cc(-c3ccc(C#N)cc3)c2)(c2ccccc2)CC1. As a reaction SMILES: [Br:1][CH2:2][c:3]1[cH:4][c:5](-[c:10]2[cH:11][cH:12][c:13]([C:16]#[N:17])[cH:14][cH:15]2)[cH:6][c:7]([Cl:9])[cH:8]1.[CH3:41][N:42]([CH3:43])[CH:44]=[O:45].[H-:39].[Na+:40].[OH2:46].[OH:18][CH2:19][C:20]1([c:33]2[cH:34][cH:35][cH:36][cH:37][cH:38]2)[CH2:21][CH2:22][N:23]([C:26](=[O:27])[O:28][C:29]([CH3:30])([CH3:31])[CH3:32])[CH2:24][CH2:25]1>>[CH2:2]([c:3]1[cH:4][c:5](-[c:10]2[cH:11][cH:12][c:13]([C:16]#[N:17])[cH:14][cH:15]2)[cH:6][c:7]([Cl:9])[cH:8]1)[O:18][CH2:19][C:20]1([c:33]2[cH:34][cH:35][cH:36][cH:37][cH:38]2)[CH2:21][CH2:22][N:23]([C:26](=[O:27])[O:28][C:29]([CH3:30])([CH3:31])[CH3:32])[CH2:24][CH2:25]1. Starting materials: FC1=CC=C2COC(C2=C1)=O (6-fluoro-1(3H)-isobenzofuranone), [OH-].[Na+] (sodium hydroxide), COC1=CC=C(CCl)C=C1 (4-methoxybenzyl chloride), N1N=NN=C1 (tetrazole), C(C=C)OP(N(C(C)C)C(C)C)OCC=C (bis(allyloxy)(diisopropylamino)phosphine), C(C)(C)(C)OO (tert-butyl hydroperoxide). Run in C(C)(=O)OCC (ethyl acetate), CCCCCC (hexane). The product is C(C=C)OP(=O)(OCC=C)OCC1=C(C(=O)OCC2=CC=C(C=C2)OC)C=C(C=C1)F (4-Methoxybenzyl 2-[[bis(allyloxy)phosphoryl]oxymethyl]-5-flourobenzoate). Yield: 27.0%. As a reaction SMILES: [F:1][C:2]1[CH:10]=[C:9]2[C:5]([CH2:6][O:7][C:8]2=[O:11])=[CH:4][CH:3]=1.[OH-:12].[Na+].[CH3:14][O:15][C:16]1[CH:23]=[CH:22][C:19](CCl)=[CH:18][CH:17]=1.N1C=NN=N1.[CH2:29]([O:32][P:33]([O:41][CH2:42][CH:43]=[CH2:44])N(C(C)C)C(C)C)[CH:30]=[CH2:31].[C:45]([O:49]O)(C)(C)C>CCCCCC.C(OCC)(=O)C>[CH2:42]([O:41][P:33]([O:49][CH2:45][C:5]1[CH:4]=[CH:3][C:2]([F:1])=[CH:10][C:9]=1[C:8]([O:7][CH2:6][C:19]1[CH:18]=[CH:17][C:16]([O:15][CH3:14])=[CH:23][CH:22]=1)=[O:11])([O:32][CH2:29][CH:30]=[CH2:31])=[O:12])[CH:43]=[CH2:44] |f:1.2|. Procedure: According to a similar procedure to that described in Example 4-(5), 6-fluoro-1(3H)-isobenzofuranone (described in Tetrahedron, 44, 4591 (1988); 1.52 g, 10 mmol) was reacted with an aqueous solution of sodium hydroxide (1.008N; 10 ml, 10 mmol), 4-methoxybenzyl chloride (1.57 g, 10 mmol), tetrazole (1.40 g, 20 mmol), bis(allyloxy)(diisopropylamino)phosphine (described in Tetrahedron Lett., 30, 4219 (1989); 3.0 g, 12.2 mmol), and tert-butyl hydroperoxide (80% di-tert-butyl peroxide solution); Merc... Reactants: N1C(CCCC1)CCN1C(C2=CC(=C(C=C2CC1)OC)OC)=O (2-[2-(piperid-2-yl)-ethyl]-6,7-dimethoxy-1-oxo-1,2,3,4-tetrahydro-isoquinoline), ClCCCOC1=CC(=CC=C1)C (1-chloro-3-(3-methyl-phenoxy)-propane). The product is Cl.CC=1C=C(OCCCN2C(CCCC2)CCN2C(C3=CC(=C(C=C3CC2)OC)OC)=O)C=CC1 (2-[2-(N-(3-(3-Methyl-phenoxy)-propyl)-piperid-2-yl)-ethyl]-6,7-dimethoxy-1-oxo-1,2,3,4-tetrahydro-isoquinoline-hydrochloride). As a reaction SMILES: [NH:1]1[CH2:6][CH2:5][CH2:4][CH2:3][CH:2]1[CH2:7][CH2:8][N:9]1[CH2:18][CH2:17][C:16]2[C:11](=[CH:12][C:13]([O:21][CH3:22])=[C:14]([O:19][CH3:20])[CH:15]=2)[C:10]1=[O:23].[Cl:24][CH2:25][CH2:26][CH2:27][O:28][C:29]1[CH:34]=[CH:33][CH:32]=[C:31]([CH3:35])[CH:30]=1>>[ClH:24].[CH3:35][C:31]1[CH:30]=[C:29]([CH:34]=[CH:33][CH:32]=1)[O:28][CH2:27][CH2:26][CH2:25][N:1]1[CH2:6][CH2:5][CH2:4][CH2:3][CH:2]1[CH2:7][CH2:8][N:9]1[CH2:18][CH2:17][C:16]2[C:11](=[CH:12][C:13]([O:21][CH3:22])=[C:14]([O:19][CH3:20])[CH:15]=2)[C:10]1=[O:23] |f:2.3|. Procedure: Prepared from 2-[2-(piperid-2-yl)-ethyl]-6,7-dimethoxy-1-oxo-1,2,3,4-tetrahydro-isoquinoline and 1-chloro-3-(3-methyl-phenoxy)-propane analogously to Example 1. Reactants: FC=1C=C(C=C(C1N1CCOCC1)F)N1C(O[C@H](C1)C(=O)OCCCC)=O (butyl (5R)-3-[3,5-difluoro-4-(4-morpholinyl)phenyl]-2-oxo-5-oxazolidinecarboxylate), N (ammonia). Run in CO (methanol). Run at time 30 minute. The product is FC=1C=C(C=C(C1N1CCOCC1)F)N1C(O[C@H](C1)C(=O)N)=O ((5R)-(−)-3-[3,5-difluoro-4-(4-morpholinyl)phenyl]-2-oxo-5-oxazolidinecarboxamide). RXN SMILES: [F:1][C:2]1[CH:3]=[C:4]([N:15]2[CH2:19][C@H:18]([C:20](OCCCC)=[O:21])[O:17][C:16]2=[O:27])[CH:5]=[C:6]([F:14])[C:7]=1[N:8]1[CH2:13][CH2:12][O:11][CH2:10][CH2:9]1.[NH3:28]>CO>[F:1][C:2]1[CH:3]=[C:4]([N:15]2[CH2:19][C@H:18]([C:20]([NH2:28])=[O:21])[O:17][C:16]2=[O:27])[CH:5]=[C:6]([F:14])[C:7]=1[N:8]1[CH2:13][CH2:12][O:11][CH2:10][CH2:9]1. Procedure: The butyl (5R)-3-[3,5-difluoro-4-(4-morpholinyl)phenyl]-2-oxo-5-oxazolidinecarboxylate (Step 1, 350 mg, 0.910 mmol) is treated with 7N ammonia in methanol (9.1 mL) under N2, and the mixture is stirred at ambient temperature for 30 mins. The reaction mixture is then concentrated under reduced pressure, and the residue is recrystallized from EtOAc/hexanes to give the title compound, mp 181–183° C.; MS (ESI+) for C14H15N3O4F2 m/z 328 (M+H)+; [α]25D−23 (c 0.94, DMSO). Reactants: [Al+3], BrCCCSc1ccccc1, CCC(=O)Cl, CCCCCC, [Cl-], [Cl-], [Cl-], ClCCl. The product is CCC(=O)c1ccc(SCCCBr)cc1. Reaction SMILES: [Al+3:18].[Br:1][CH2:2][CH2:3][CH2:4][S:5][c:6]1[cH:7][cH:8][cH:9][cH:10][cH:11]1.[C:12]([CH2:13][CH3:14])(=[O:15])[Cl:16].[CH3:21][CH2:22][CH2:23][CH2:24][CH2:25][CH3:26].[Cl-:17].[Cl-:19].[Cl-:20].[Cl:27][CH2:28][Cl:29]>>[Br:1][CH2:2][CH2:3][CH2:4][S:5][c:6]1[cH:7][cH:8][c:9]([C:12]([CH2:13][CH3:14])=[O:15])[cH:10][cH:11]1.